This data is from the Open Reaction Database (ORD), a public repository of structured organic reaction records. The task is: describe an organic reaction: reactants, conditions, products, and yield Reactants: C12(C(CC(CC1)C2(C)C)N)C (Bornylamine), C12(C(CC(CC1)C2(C)C)N)C.CS(=O)(=O)O (bornylamine methane sulfonic acid). Product: [C@]12(C(CC(CC1)C2(C)C)N)C ((R)-bornylamine). As a reaction SMILES: [C:1]12([CH3:11])[C:7]([CH3:9])([CH3:8])[CH:4]([CH2:5][CH2:6]1)[CH2:3][CH:2]2[NH2:10].C12(C)C(C)(C)C(CC1)CC2N.CS(O)(=O)=O>>[C@:1]12([CH3:11])[C:7]([CH3:8])([CH3:9])[CH:4]([CH2:5][CH2:6]1)[CH2:3][CH:2]2[NH2:10] |f:1.2|. Reported procedure: Bornylamine (X) was recycled by first adjusting the pH of the aqueous solution of bornylamine-methane sulfonic acid (XM), obtained from the previous step, to 10-13, and then extracting the free amine into MTBE. After removal of solvent, 4.308 g of (R)-bornylamine (X) was obtained (>97% pure by 1H NMR, 92.6% yield). Reactants: CC(=O)C (acetone), ON1C(C=2C(C1=O)=CC=CC2)=O (N-hydroxyphthalimide), C=CC1=CC=C(C=C1)S(=O)(=O)Cl (p-styrenesulfonyl chloride), ice water. Solvent: C(C)N(CC)CC (triethylamine). Conditions: temperature 20 celsius. The product is ON1C(C=2C(C1=O)=CC=CC2)=O.C=CC1=CC=C(C=C1)S(=O)(=O)[O-] (N-hydroxyphthalimide p-styrenesulfonate). As a reaction SMILES: CC(C)=[O:3].[OH:5][N:6]1[C:10](=[O:11])[C:9]2=[CH:12][CH:13]=[CH:14][CH:15]=[C:8]2[C:7]1=[O:16].[CH2:17]=[CH:18][C:19]1[CH:24]=[CH:23][C:22]([S:25](Cl)(=[O:27])=[O:26])=[CH:21][CH:20]=1>C(N(CC)CC)C>[OH:5][N:6]1[C:7](=[O:16])[C:8]2=[CH:15][CH:14]=[CH:13][CH:12]=[C:9]2[C:10]1=[O:11].[CH2:17]=[CH:18][C:19]1[CH:24]=[CH:23][C:22]([S:25]([O-:27])(=[O:3])=[O:26])=[CH:21][CH:20]=1 |f:4.5|. Reported procedure: 50 ml of acetone was added to 3.3 g of N-hydroxyphthalimide and 4.1 g of p-styrenesulfonyl chloride. 2.0 g of triethylamine was dropwise added to the mixture under stirring at room temperature (about 20° C.). The mixture was stirred at room temperature for additional 1 hr. and poured into 200 g of ice/water. The precipitate thus formed was recrystallized from a solvent mixture of benzene/ethanol to obtain 4.6 g of N-hydroxyphthalimide-p-styrenesulfonate.